describe an organic reaction: reactants, conditions, products, and yield From a dataset of the Open Reaction Database (ORD), a public repository of structured organic reaction records. The reactants are O=C1C=C(NCc2ccccc2)CO1, COCCOC, ClCc1ccccc1, [Na+], [OH-]. Yields the product O=C1C=C(N(Cc2ccccc2)Cc2ccccc2)CO1. Reaction SMILES: [CH2:1]([c:2]1[cH:3][cH:4][cH:5][cH:6][cH:7]1)[NH:8][C:9]1=[CH:10][C:11](=[O:14])[O:12][CH2:13]1.[CH2:25]([CH2:26][O:27][CH3:28])[O:29][CH3:30].[Cl:17][CH2:18][c:19]1[cH:20][cH:21][cH:22][cH:23][cH:24]1.[Na+:16].[OH-:15]>>[CH2:1]([c:2]1[cH:3][cH:4][cH:5][cH:6][cH:7]1)[N:8]([C:9]1=[CH:10][C:11](=[O:14])[O:12][CH2:13]1)[CH2:18][c:19]1[cH:20][cH:21][cH:22][cH:23][cH:24]1. Starting materials: C=Cc1cncc(N2CC3CN(C(=O)OC(C)(C)C)CC32)c1, ClCCl, O=C(O)C(F)(F)F. Yields the product C=Cc1cncc(N2CC3CNCC32)c1. As a reaction SMILES: [CH:1](=[CH2:2])[c:3]1[cH:4][c:5]([N:9]2[CH:10]3[CH2:11][N:12]([C:16]([O:17][C:18]([CH3:19])([CH3:20])[CH3:21])=[O:22])[CH2:13][CH:14]3[CH2:15]2)[cH:6][n:7][cH:8]1.[Cl:30][CH2:31][Cl:32].[OH:23][C:24]([C:25]([F:26])([F:27])[F:28])=[O:29]>>[CH:1](=[CH2:2])[c:3]1[cH:4][c:5]([N:9]2[CH:10]3[CH2:11][NH:12][CH2:13][CH:14]3[CH2:15]2)[cH:6][n:7][cH:8]1. The reactants are C(C)OC(CC1=CC=C(C=C1)S)=O (ethyl(4-mercaptophenyl)acetate), C(C)I (EtI). Yields the product C(C)OC(CC1=CC=C(C=C1)SCC)=O (ethyl(4-ethylsulfanylphenyl)acetate). As a reaction SMILES: [CH2:1]([O:3][C:4](=[O:13])[CH2:5][C:6]1[CH:11]=[CH:10][C:9]([SH:12])=[CH:8][CH:7]=1)[CH3:2].[CH2:14](I)[CH3:15]>>[CH2:1]([O:3][C:4](=[O:13])[CH2:5][C:6]1[CH:11]=[CH:10][C:9]([S:12][CH2:14][CH3:15])=[CH:8][CH:7]=1)[CH3:2]. Procedure: Alkylation of ethyl(4-mercaptophenyl)acetate (20 g, 102 mmol) with EtI (9.8 mL, 122 mmol), using a similar procedure to that described in Preparation 39, furnished ethyl(4-ethylsulfanylphenyl)acetate: m/z (ES+)=225.2 [M+H]+. Oxidation of this compound (22.6 g, 101 mmol) with mCPBA (222 mmol), employing a protocol similar to that described in Preparation 22, provided the title compound: m/z (ES+)=298.2 [M+MeCN+H]+. Starting materials: FC1CNCC1CNC1CC1, O=C(O)c1cn(C2CC2F)c2c(F)c(F)c(F)cc2c1=O. The product is O=C(O)c1cn(C2CC2F)c2c(F)c(N3CC(F)C(CNC4CC4)C3)c(F)cc2c1=O. Reaction SMILES: [CH:22]1([NH:25][CH2:26][CH:27]2[CH2:28][NH:29][CH2:30][CH:31]2[F:32])[CH2:23][CH2:24]1.[F:1][c:2]1[cH:3][c:4]2[c:5](=[O:21])[c:6]([C:18](=[O:19])[OH:20])[cH:7][n:8]([CH:14]3[CH:15]([F:17])[CH2:16]3)[c:9]2[c:10]([F:13])[c:11]1[F:12]>>[F:1][c:2]1[cH:3][c:4]2[c:5](=[O:21])[c:6]([C:18](=[O:19])[OH:20])[cH:7][n:8]([CH:14]3[CH:15]([F:17])[CH2:16]3)[c:9]2[c:10]([F:13])[c:11]1[N:29]1[CH2:28][CH:27]([CH2:26][NH:25][CH:22]2[CH2:23][CH2:24]2)[CH:31]([F:32])[CH2:30]1. Reactants: C(C)(=O)O.FC(OC1=CC=C(C=C1)N1C(C2(CC1)CCNCC2)=O)(F)F (2-(4-trifluoromethoxy-phenyl)-2,8-diaza-spiro[4.5]decan-1-one acetic acid salt), N1(CCCC1)S(=O)(=O)Cl (pyrrolidine-1-sulfonyl chloride). The product is N1(CCCC1)S(=O)(=O)N1CCC2(CCN(C2=O)C2=CC=C(C=C2)OC(F)(F)F)CC1 (8-(Pyrrolidine-1-sulfonyl)-2-(4-trifluoromethoxy-phenyl)-2,8-diaza-spiro[4.5]decan-1-one). RXN SMILES: C(O)(=O)C.[F:5][C:6]([F:26])([F:25])[O:7][C:8]1[CH:13]=[CH:12][C:11]([N:14]2[CH2:18][CH2:17][C:16]3([CH2:23][CH2:22][NH:21][CH2:20][CH2:19]3)[C:15]2=[O:24])=[CH:10][CH:9]=1.[N:27]1([S:32](Cl)(=[O:34])=[O:33])[CH2:31][CH2:30][CH2:29][CH2:28]1>>[N:27]1([S:32]([N:21]2[CH2:20][CH2:19][C:16]3([C:15](=[O:24])[N:14]([C:11]4[CH:12]=[CH:13][C:8]([O:7][C:6]([F:5])([F:25])[F:26])=[CH:9][CH:10]=4)[CH2:18][CH2:17]3)[CH2:23][CH2:22]2)(=[O:34])=[O:33])[CH2:31][CH2:30][CH2:29][CH2:28]1 |f:0.1|. Procedure: The title compound was prepared in analogy to example 180 step D from 2-(4-trifluoromethoxy-phenyl)-2,8-diaza-spiro[4.5]decan-1-one acetic acid salt (described in example 180 step C) and pyrrolidine-1-sulfonyl chloride. Off-white solid. MS (ESI): 448.2 (MH+). Starting materials: C1(=CC=CC=C1)P(C1=CC=CC=C1)C1=CC=CC=C1 (Triphenylphosphine), CCOC(=O)/N=N/C(=O)OCC (diethylazodicarboxylate), CC1=C(C=CC=C1)O (2-methyl-phenol), OCC1=CC(=CS1)C(=O)N1CCCCC1 ((5-Hydroxymethyl-thiophen-3-yl)-piperidin-1-yl-nnethanone). The solvent is C1CCOC1 (THF). Conditions: time 8 hour. Product: N1(CCCCC1)C(=O)C1=CSC(=C1)COC1=C(C=CC=C1)C (Piperidin-1-yl-(5-o-tolyloxymethyl-thiophen-3-yl)-methanone). The yield is 21.1%. As a reaction SMILES: [OH:1][CH2:2][C:3]1[S:7][CH:6]=[C:5]([C:8]([N:10]2[CH2:15][CH2:14][CH2:13][CH2:12][CH2:11]2)=[O:9])[CH:4]=1.C1(P(C2C=CC=CC=2)C2C=CC=CC=2)C=CC=CC=1.CCOC(/N=N/C(OCC)=O)=O.[CH3:47][C:48]1[CH:53]=[CH:52][CH:51]=[CH:50][C:49]=1O>C1COCC1>[N:10]1([C:8]([C:5]2[CH:4]=[C:3]([CH2:2][O:1][C:49]3[CH:50]=[CH:51][CH:52]=[CH:53][C:48]=3[CH3:47])[S:7][CH:6]=2)=[O:9])[CH2:11][CH2:12][CH2:13][CH2:14][CH2:15]1. Procedure details: (5-Hydroxymethyl-thiophen-3-yl)-piperidin-1-yl-nnethanone (0.068 g, 0.3 mmol) was dissolved in THF (5 mL). Triphenylphosphine (0.3 mmol), diethylazodicarboxylate (0.3 mmol) and 2-methyl-phenol (0.3 mmol) were added and the reaction stirred overnight. The reaction was quenched with saturated aqueous ammonium chloride and the solvent was reduced under vacuum. The residue was partitioned between DCM and water and the organic solution separated, dried over magnesium sulphate, filtered and the solven...